From a dataset of the Open Reaction Database (ORD), a public repository of structured organic reaction records. describe an organic reaction: reactants, conditions, products, and yield Reactants: CC(O)CCCO[Si](c1ccccc1)(c1ccccc1)C(C)(C)C, CCCCP(=CC#N)(CCCC)CCCC, Cc1ccccc1, O=S(=O)(Cc1cc(F)ccc1F)c1ccc(Cl)cc1. The product is CC(CCCO[Si](c1ccccc1)(c1ccccc1)C(C)(C)C)C(c1cc(F)ccc1F)S(=O)(=O)c1ccc(Cl)cc1. RXN SMILES: [C:20]([CH3:21])([CH3:22])([CH3:23])[Si:24]([O:25][CH2:26][CH2:27][CH2:28][CH:29]([OH:30])[CH3:31])([c:32]1[cH:33][cH:34][cH:35][cH:36][cH:37]1)[c:38]1[cH:39][cH:40][cH:41][cH:42][cH:43]1.[C:44]([CH:45]=[P:46]([CH2:47][CH2:48][CH2:49][CH3:50])([CH2:51][CH2:52][CH2:53][CH3:54])[CH2:55][CH2:56][CH2:57][CH3:58])#[N:59].[CH3:60][c:61]1[cH:62][cH:63][cH:64][cH:65][cH:66]1.[Cl:1][c:2]1[cH:3][cH:4][c:5]([S:8](=[O:9])(=[O:10])[CH2:11][c:12]2[c:13]([F:19])[cH:14][cH:15][c:16]([F:18])[cH:17]2)[cH:6][cH:7]1>>[Cl:1][c:2]1[cH:3][cH:4][c:5]([S:8](=[O:9])(=[O:10])[CH:11]([c:12]2[c:13]([F:19])[cH:14][cH:15][c:16]([F:18])[cH:17]2)[CH:29]([CH2:28][CH2:27][CH2:26][O:25][Si:24]([C:20]([CH3:21])([CH3:22])[CH3:23])([c:32]2[cH:33][cH:34][cH:35][cH:36][cH:37]2)[c:38]2[cH:39][cH:40][cH:41][cH:42][cH:43]2)[CH3:31])[cH:6][cH:7]1.